From a dataset of the Open Reaction Database (ORD), a public repository of structured organic reaction records. describe an organic reaction: reactants, conditions, products, and yield Reactants: N[C@H]1CC(N(C1)C1=NN(C=C1NC(=O)C=1N=C(OC1)C1=CC(=NC=C1)N(C(OC(C)(C)C)=O)CC(F)(F)F)C)=O (tert-butyl (4-(4-((3-((4S)-4-amino-2-oxopyrrolidin-1-yl)-1-methyl-1H-pyrazol-4-yl)carbamoyl)-1,3-oxazol-2-yl)pyridin-2-yl)(2,2,2-trifluoroethyl)carbamate), C(C)=O (acetaldehyde), CO (methanol), C(C)(=O)O[BH-](OC(C)=O)OC(C)=O.[Na+] (sodium triacetoxyborohydride). Solvent: C1CCOC1 (THF). Reaction conditions: temperature 0 celsius, time 2 hour. The product is C(C)N([C@H]1CC(N(C1)C1=NN(C=C1NC(=O)C=1N=C(OC1)C1=CC(=NC=C1)NCC(F)(F)F)C)=O)CC (N-(3-((4S)-4-(diethylamino)-2-oxopyrrolidin-1-yl)-1-methyl-1H-pyrazol-4-yl)-2-(2-((2,2,2-trifluoroethyl)amino)pyridin-4-yl)-1,3-oxazole-4-carboxamide). Isolated yield 45.0%. RXN SMILES: [NH2:1][C@@H:2]1[CH2:6][N:5]([C:7]2[C:11]([NH:12][C:13]([C:15]3[N:16]=[C:17]([C:20]4[CH:25]=[CH:24][N:23]=[C:22]([N:26]([CH2:34][C:35]([F:38])([F:37])[F:36])C(=O)OC(C)(C)C)[CH:21]=4)[O:18][CH:19]=3)=[O:14])=[CH:10][N:9]([CH3:39])[N:8]=2)[C:4](=[O:40])[CH2:3]1.[CH:41](=O)[CH3:42].CO.[C:46](O[BH-](OC(=O)C)OC(=O)C)(=O)[CH3:47].[Na+]>C1COCC1>[CH2:46]([N:1]([CH2:41][CH3:42])[C@@H:2]1[CH2:6][N:5]([C:7]2[C:11]([NH:12][C:13]([C:15]3[N:16]=[C:17]([C:20]4[CH:25]=[CH:24][N:23]=[C:22]([NH:26][CH2:34][C:35]([F:36])([F:37])[F:38])[CH:21]=4)[O:18][CH:19]=3)=[O:14])=[CH:10][N:9]([CH3:39])[N:8]=2)[C:4](=[O:40])[CH2:3]1)[CH3:47] |f:3.4|. Procedure: To a solution of tert-butyl (4-(4-((3-((4S)-4-amino-2-oxopyrrolidin-1-yl)-1-methyl-1H-pyrazol-4-yl)carbamoyl)-1,3-oxazol-2-yl)pyridin-2-yl)(2,2,2-trifluoroethyl)carbamate (82 mg) and acetaldehyde (32 mg) in THF (0.24 mL)/methanol (0.48 mL) was added sodium triacetoxyborohydride (154 mg), and the mixture was stirred at 0° C. for 2 hr. The reaction mixture was concentrated under reduced pressure, the residue was dissolved in TFA (0.70 mL), and the solution was stirred at room temperature for 20 mi... Reactants: C[Si](C)(C)[N-][Si](C)(C)C, CS(=O)(=O)c1ccnc(Cl)n1, [Na+], C1CCOC1, OCCO. Product: OCCOc1ccnc(Cl)n1. As a reaction SMILES: [CH3:5][Si:6]([N-:7][Si:8]([CH3:9])([CH3:10])[CH3:11])([CH3:12])[CH3:13].[Cl:15][c:16]1[n:17][cH:18][cH:19][c:20]([S:22]([CH3:23])(=[O:24])=[O:25])[n:21]1.[Na+:14].[O:26]1[CH2:27][CH2:28][CH2:29][CH2:30]1.[OH:1][CH2:2][CH2:3][OH:4]>>[O:1]([CH2:2][CH2:3][OH:4])[c:20]1[cH:19][cH:18][n:17][c:16]([Cl:15])[n:21]1. Reactants: C(C)(C)(C)OC(=O)N1CCC(CC1)OC1=NC=CC=C1 (1-t-Butoxycarbonyl-4-(2-pyridoxy)piperidine), Cl (hydrogen chloride). The solvent is C(C)(=O)OCC (ethyl acetate). Product: Cl.Cl.N1=C(C=CC=C1)OC1CCNCC1 (4-(2-pyridoxy)piperidine dihydrochloride). Reaction SMILES: C(OC([N:8]1[CH2:13][CH2:12][CH:11]([O:14][C:15]2[CH:20]=[CH:19][CH:18]=[CH:17][N:16]=2)[CH2:10][CH2:9]1)=O)(C)(C)C.[ClH:21]>C(OCC)(=O)C>[ClH:21].[ClH:21].[N:16]1[CH:17]=[CH:18][CH:19]=[CH:20][C:15]=1[O:14][CH:11]1[CH2:12][CH2:13][NH:8][CH2:9][CH2:10]1 |f:3.4.5|. Reported procedure: 1-t-Butoxycarbonyl-4-(2-pyridoxy)piperidine (6.5 g) was treated with a solution of hydrogen chloride in ethyl acetate (110 ml) for 7 h and the mixture evaporated to give 4-(2-pyridoxy)piperidine dihydrochloride, (7.4 g 90%) Starting materials: O=C([O-])O, Cl, CC(=O)Nc1ccc(-c2c(C#N)c(N)nc(S)c2C#N)cc1, [Na+], CN(C)C=O, O, ClCc1ccccn1. The product is CC(=O)Nc1ccc(-c2c(C#N)c(N)nc(SCc3ccccn3)c2C#N)cc1. Reaction SMILES: [C:32](=[O:33])([O-:34])[OH:35].[ClH:23].[NH2:1][c:2]1[n:3][c:4]([SH:22])[c:5]([C:20]#[N:21])[c:6](-[c:10]2[cH:11][cH:12][c:13]([NH:16][C:17]([CH3:18])=[O:19])[cH:14][cH:15]2)[c:7]1[C:8]#[N:9].[Na+:36].[O:38]=[CH:39][N:40]([CH3:41])[CH3:42].[OH2:37].[c:24]1([CH2:30][Cl:31])[cH:25][cH:26][cH:27][cH:28][n:29]1>>[NH2:1][c:2]1[n:3][c:4]([S:22][CH2:30][c:24]2[cH:25][cH:26][cH:27][cH:28][n:29]2)[c:5]([C:20]#[N:21])[c:6](-[c:10]2[cH:11][cH:12][c:13]([NH:16][C:17]([CH3:18])=[O:19])[cH:14][cH:15]2)[c:7]1[C:8]#[N:9]. Yields the product Cl.Cl.C(C)(C)(C)C1=NC=C(C(=N1)NCCCOC)C(=O)N(CC(C)C)[C@@H]1CNC[C@@H](C1)C(=O)N1CCC(CC1)(C)O (2-tert-butyl-N-{(3S,5R)-5-[(4-hydroxy-4-methylpiperidin-1-yl)carbonyl]piperidin-3-yl}-4-[(3-methoxypropyl)amino]-N-(2-methylpropyl)pyrimidine-5-carboxamide dihydrochloride). Reactants: C(C)(C)(C)C1=NC=C(C(=N1)NCCCOC)C(=O)N([C@@H]1CN(C[C@@H](C1)C(=O)N1CCC(CC1)(C)O)C(=O)OC(C)(C)C)CC(C)C (tert-Butyl (3S,5R)-3-[({2-tert-butyl-4-[(3-methoxypropyl)amino]pyrimidin-5-yl}carbonyl)(2-methylpropyl)amino]-5-[(4-hydroxy-4-methylpiperidin-1-yl)carbonyl]piperidine-1-carboxylate), Cl.CO (hydrogen chloride methanol). Reaction SMILES: [C:1]([C:5]1[N:10]=[C:9]([NH:11][CH2:12][CH2:13][CH2:14][O:15][CH3:16])[C:8]([C:17]([N:19]([CH2:43][CH:44]([CH3:46])[CH3:45])[C@H:20]2[CH2:25][C@@H:24]([C:26]([N:28]3[CH2:33][CH2:32][C:31]([OH:35])([CH3:34])[CH2:30][CH2:29]3)=[O:27])[CH2:23][N:22](C(OC(C)(C)C)=O)[CH2:21]2)=[O:18])=[CH:7][N:6]=1)([CH3:4])([CH3:3])[CH3:2].[ClH:47].CO>>[ClH:47].[ClH:47].[C:1]([C:5]1[N:10]=[C:9]([NH:11][CH2:12][CH2:13][CH2:14][O:15][CH3:16])[C:8]([C:17]([N:19]([C@H:20]2[CH2:25][C@@H:24]([C:26]([N:28]3[CH2:33][CH2:32][C:31]([OH:35])([CH3:34])[CH2:30][CH2:29]3)=[O:27])[CH2:23][NH:22][CH2:21]2)[CH2:43][CH:44]([CH3:46])[CH3:45])=[O:18])=[CH:7][N:6]=1)([CH3:2])([CH3:3])[CH3:4] |f:1.2,3.4.5|. Procedure: tert-Butyl (3S,5R)-3-[({2-tert-butyl-4-[(3-methoxypropyl)amino]pyrimidin-5-yl}carbonyl)(2-methylpropyl)amino]-5-[(4-hydroxy-4-methylpiperidin-1-yl)carbonyl]piperidine-1-carboxylate (113 mg) was dissolved in 10% hydrogen chloride-methanol solution (4.5 ml), and the mixture was stirred at room temperature for 18 hr. The solvent was evaporated under reduced pressure, and the residue was dried under reduced pressure to give the object compound (82 mg). Reaction conditions: time 18 hour. Reactants: Nc1ccc(Br)cc1I, O=C([O-])[O-], C1COCCO1, CC1(C)CC=C(B(O)O)CC1, CCOC(C)=O, [Na+], [Na+], c1ccc(P(c2ccccc2)(c2ccccc2)[Pd](P(c2ccccc2)(c2ccccc2)c2ccccc2)(P(c2ccccc2)(c2ccccc2)c2ccccc2)P(c2ccccc2)(c2ccccc2)c2ccccc2)cc1. Yields the product CC1(C)CC=C(c2cc(Br)ccc2N)CC1. RXN SMILES: [Br:1][c:2]1[cH:3][c:4]([I:9])[c:5]([NH2:8])[cH:6][cH:7]1.[C:21](=[O:22])([O-:23])[O-:24].[CH2:33]1[O:34][CH2:35][CH2:36][O:37][CH2:38]1.[CH3:10][C:11]1([CH3:20])[CH2:12][CH:13]=[C:14]([B:17]([OH:18])[OH:19])[CH2:15][CH2:16]1.[CH3:27][CH2:28][O:29][C:30]([CH3:31])=[O:32].[Na+:25].[Na+:26].[cH:39]1[cH:40][cH:41][c:42]([P:43]([Pd:44]([P:45]([c:46]2[cH:47][cH:48][cH:49][cH:50][cH:51]2)([c:52]2[cH:53][cH:54][cH:55][cH:56][cH:57]2)[c:58]2[cH:59][cH:60][cH:61][cH:62][cH:63]2)([P:64]([c:65]2[cH:66][cH:67][cH:68][cH:69][cH:70]2)([c:71]2[cH:72][cH:73][cH:74][cH:75][cH:76]2)[c:77]2[cH:78][cH:79][cH:80][cH:81][cH:82]2)[P:83]([c:84]2[cH:85][cH:86][cH:87][cH:88][cH:89]2)([c:90]2[cH:91][cH:92][cH:93][cH:94][cH:95]2)[c:96]2[cH:97][cH:98][cH:99][cH:100][cH:101]2)([c:102]2[cH:103][cH:104][cH:105][cH:106][cH:107]2)[c:108]2[cH:109][cH:110][cH:111][cH:112][cH:113]2)[cH:114][cH:115]1>>[Br:1][c:2]1[cH:3][c:4]([C:14]2=[CH:13][CH2:12][C:11]([CH3:10])([CH3:20])[CH2:16][CH2:15]2)[c:5]([NH2:8])[cH:6][cH:7]1.